This data is from the Open Reaction Database (ORD), a public repository of structured organic reaction records. The task is: describe an organic reaction: reactants, conditions, products, and yield The reactants are O=C=NS(=O)(=O)Cl, ClCCl, COc1ccc2c(N)c(C(=O)Nc3ccc(Cl)cc3Cl)oc2c1, O, CCOC(=O)c1csc2c1CCCC2. Product: COc1ccc2c(NC(N)=O)c(C(=O)Nc3ccc(Cl)cc3Cl)oc2c1. RXN SMILES: [Cl:38][S:39](=[O:40])(=[O:41])[N:42]=[C:43]=[O:44].[Cl:46][CH2:47][Cl:48].[NH2:1][c:2]1[c:3]([C:13](=[O:14])[NH:15][c:16]2[c:17]([Cl:23])[cH:18][c:19]([Cl:22])[cH:20][cH:21]2)[o:4][c:5]2[c:6]1[cH:7][cH:8][c:9]([O:11][CH3:12])[cH:10]2.[OH2:45].[s:24]1[cH:25][c:26]([C:27]([O:28][CH2:29][CH3:30])=[O:31])[c:32]2[c:37]1[CH2:36][CH2:35][CH2:34][CH2:33]2>>[NH:1]([c:2]1[c:3]([C:13](=[O:14])[NH:15][c:16]2[c:17]([Cl:23])[cH:18][c:19]([Cl:22])[cH:20][cH:21]2)[o:4][c:5]2[c:6]1[cH:7][cH:8][c:9]([O:11][CH3:12])[cH:10]2)[C:43]([NH2:42])=[O:44]. Reactants: COC1=CC=C(C=C1)C1N(C=CC2=C1C1=C(O2)C=CC=C1)C (4-methoxyphenyl-2-methyl-benzofuro[3,2-c]pyridine), C[S-].[Li+] (lithium thiomethoxide), Cl (HCl). The solvent is O (water), CN(P(=O)(N(C)C)N(C)C)C (hexamethylphosphoramide). Product: OC1=CC=C(C=C1)[C@@]12[C@@H](CN(CC1)C)C1=C(O2)C=CC=C1 (cis-1,2,3,4,4a,9b-Hexahydro-4a-(4-hydroxyphenyl)-2-methyl-benzofuro[3,2-c]-pyridine). The yield is 84.2%. As a reaction SMILES: COC1C=CC([CH:9]2[C:14]3[C:15]4[CH:21]=[CH:20][CH:19]=[CH:18][C:16]=4[O:17][C:13]=3[CH:12]=[CH:11][N:10]2[CH3:22])=CC=1.C[S-].[Li+].Cl>CN(C)P(N(C)C)(N(C)C)=O.O>[OH:17][C:16]1[CH:18]=[CH:19][C:20]([C@@:13]23[O:17][C:16]4[CH:18]=[CH:19][CH:20]=[CH:21][C:15]=4[C@@H:14]2[CH2:9][N:10]([CH3:22])[CH2:11][CH2:12]3)=[CH:21][CH:15]=1 |f:1.2|. Procedure: A mixture of 3.46 g of cis-1,2,3,4,4a,9b-hexahydro-4a-(4-methoxyphenyl-2-methyl-benzofuro[3,2-c]pyridine and 3.57 g of lithium thiomethoxide in 30 ml of dry hexamethylphosphoramide was heated under a drying tube at 140° for 41/2 hours. The reaction mixture was diluted with 350 ml of water, and the pH was adjusted to 7 by slow addition of 2N HCl with stirring. As the pH reached neutral, the product precipitated out. The mixture was cooled to 0° and stirred for 30 minutes. The precipitated materia... Starting materials: C(C)(=O)Cl (acetyl chloride), Cl.C(=O)(O)[C@@H]1NC2=CC(=CC(=C2[C@H](C1)NC(=O)C1=CC(=CC=C1)CN)Cl)Cl (Trans-2-carboxy-5,7-dichloro-4-(3-aminomethylphenyl)carbonylamino-1,2,3,4-tetrahydroquinoline hydrochloride). Run in CO (methanol), Cl.CO (HCl methanol), CO (methanol). Conditions: time 2 hour. The product is Cl (hydrogen chloride), Cl.COC(=O)[C@@H]1NC2=CC(=CC(=C2[C@H](C1)NC(=O)C1=CC(=CC=C1)CN)Cl)Cl (Trans-2-methoxycarbonyl-5,7-dichloro-4-(3-aminomethylphenyl)carbonylamino-1,2,3,4-tetrahydroquinoline hydrochloride). As a reaction SMILES: [C:1]([Cl:4])(=O)C.Cl.[C:6]([C@H:9]1[CH2:18][C@H:17]([NH:19][C:20]([C:22]2[CH:27]=[CH:26][CH:25]=[C:24]([CH2:28][NH2:29])[CH:23]=2)=[O:21])[C:16]2[C:11](=[CH:12][C:13]([Cl:31])=[CH:14][C:15]=2[Cl:30])[NH:10]1)([OH:8])=[O:7]>CO.Cl.CO>[ClH:4].[ClH:30].[CH3:1][O:7][C:6]([C@H:9]1[CH2:18][C@H:17]([NH:19][C:20]([C:22]2[CH:27]=[CH:26][CH:25]=[C:24]([CH2:28][NH2:29])[CH:23]=2)=[O:21])[C:16]2[C:11](=[CH:12][C:13]([Cl:31])=[CH:14][C:15]=2[Cl:30])[NH:10]1)=[O:8] |f:1.2,4.5,7.8|. Procedure: A solution of hydrogen chloride in methanol was prepared by the cautious addition of acetyl chloride (6 ml) to ice-cooled methanol (25 ml). Trans-2-carboxy-5,7-dichloro-4-(3-aminomethylphenyl)carbonylamino-1,2,3,4-tetrahydroquinoline hydrochloride (87 mg, 0.202 mmol) (Example 81) was dissolved in the HCl/methanol solution and the resulting mixture was stirred in a stoppered flask for 2 h. The methanol and excess hydrogen chloride were removed in vacuo and the product recrystallised from methanol... Reactants: BrC=1C(=NN(C1C)C)C (4-Bromo-1,3,5-trimethylpyrazole), 4-lithio, C(C)(=O)C=1OC=CC1 (2-acetylfuran). Yields the product O1C(=CC=C1)C(C)(O)C=1C(=NN(C1C)C)C (1-(2-Furyl)-1-(1,3,5-trimethyl-4-pyrazolyl)ethanol). RXN SMILES: Br[C:2]1[C:3]([CH3:9])=[N:4][N:5]([CH3:8])[C:6]=1[CH3:7].[C:10]([C:13]1[O:14][CH:15]=[CH:16][CH:17]=1)(=[O:12])[CH3:11]>>[O:14]1[CH:15]=[CH:16][CH:17]=[C:13]1[C:10]([C:2]1[C:3]([CH3:9])=[N:4][N:5]([CH3:8])[C:6]=1[CH3:7])([OH:12])[CH3:11]. Procedure: 4-Bromo-1,3,5-trimethylpyrazole was converted into the corresponding 4-lithio compound which was then reacted in situ with 2-acetylfuran. The reactants are COC1=CC2=CC=CC=C2N(C3=CC=CC=C31)C(=O)N (10-methoxycarbamazepine), Cl (HCl). The solvent is C1(=CC=CC=C1)C (toluene). Run at temperature 50 celsius, time 30 minute. Yields the product C=1C=CC2=C(C1)CC(=O)C=3C=CC=CC3N2C(=O)N (oxcarbazepine). RXN SMILES: C[O:2][C:3]1[C:17]2[C:12](=[CH:13][CH:14]=[CH:15][CH:16]=2)[N:11]([C:18]([NH2:20])=[O:19])[C:10]2[C:5](=[CH:6][CH:7]=[CH:8][CH:9]=2)[CH:4]=1.Cl>C1(C)C=CC=CC=1>[CH:7]1[CH:8]=[CH:9][C:10]2[N:11]([C:18]([NH2:20])=[O:19])[C:12]3[CH:13]=[CH:14][CH:15]=[CH:16][C:17]=3[C:3](=[O:2])[CH2:4][C:5]=2[CH:6]=1. Reported procedure: The residue obtained in Example 2A was transferred to a 2 L 4-necked round bottom flask and 500 ml of 2N aqueous HCl was added at a temperature ranging from about 25° C. to about 30° C. The reaction mass was heated to a temperature ranging from about 80° C. to about 85° C. and maintained for between 4 to 5 hours. After completion of the reaction (detected by HPLC/TLC), the reaction mass was cooled to a temperature ranging from about 50° C., and 500 ml of toluene was charged to the reaction mass ... RXN SMILES: [C:1]([CH3:2])([CH3:3])([CH3:4])[O:5][C:6](=[O:7])[N:8]1[CH2:9][c:10]2[c:11]([c:12]3[c:13]([n:14][cH:15][n:16][c:17]3[Cl:18])[s:19]2)[CH2:20][CH2:21]1.[CH2:48]1[O:49][CH2:50][CH2:51][O:52][CH2:53]1.[CH3:54][CH2:55][O:56][C:57]([CH3:58])=[O:59].[F:22][c:23]1[cH:24][c:25]([O:30][CH:31]2[CH2:32][CH2:33][O:34][CH2:35][CH2:36]2)[c:26]([NH2:27])[cH:28][cH:29]1.[c:37]1([CH3:38])[cH:39][cH:40][c:41]([S:42]([OH:43])(=[O:44])=[O:45])[cH:46][cH:47]1>>[C:1]([CH3:2])([CH3:3])([CH3:4])[O:5][C:6](=[O:7])[N:8]1[CH2:9][c:10]2[c:11]([c:12]3[c:13]([n:14][cH:15][n:16][c:17]3[NH:27][c:26]3[c:25]([O:30][CH:31]4[CH2:32][CH2:33][O:34][CH2:35][CH2:36]4)[cH:24][c:23]([F:22])[cH:29][cH:28]3)[s:19]2)[CH2:20][CH2:21]1. Starting materials: CC(C)(C)OC(=O)N1CCc2c(sc3ncnc(Cl)c23)C1, C1COCCO1, CCOC(C)=O, Nc1ccc(F)cc1OC1CCOCC1, Cc1ccc(S(=O)(=O)O)cc1. Product: CC(C)(C)OC(=O)N1CCc2c(sc3ncnc(Nc4ccc(F)cc4OC4CCOCC4)c23)C1. The reactants are C1(=CC=CC=C1)C1N(CCC2=C1C(=NO2)C(=O)N2CCCCC2)C(=O)OC(C)(C)C (tert-butyl 4-phenyl-3-(piperidine-1-carbonyl)-6,7-dihydro-isoxazolo[4,5-c]pyridine-5(4H)-carboxylate), BH3-DMS, Cl (HCl), CO (MeOH). The solvent is C1CCOC1 (THF). Run at temperature 110 celsius, time 8 hour. The product is C1(=CC=CC=C1)C1NCCC2=C1C(=NO2)CN2CCCCC2 (4-Phenyl-3-(piperidin-1-ylmethyl)-4,5,6,7-tetrahydroisoxazolo[4,5-c]pyridine). Isolated yield 40.0%. As a reaction SMILES: [C:1]1([CH:7]2[C:12]3[C:13]([C:16]([N:18]4[CH2:23][CH2:22][CH2:21][CH2:20][CH2:19]4)=O)=[N:14][O:15][C:11]=3[CH2:10][CH2:9][N:8]2C(OC(C)(C)C)=O)[CH:6]=[CH:5][CH:4]=[CH:3][CH:2]=1.CO.Cl>C1COCC1>[C:1]1([CH:7]2[C:12]3[C:13]([CH2:16][N:18]4[CH2:19][CH2:20][CH2:21][CH2:22][CH2:23]4)=[N:14][O:15][C:11]=3[CH2:10][CH2:9][NH:8]2)[CH:2]=[CH:3][CH:4]=[CH:5][CH:6]=1. Procedure details: To solution of tert-butyl 4-phenyl-3-(piperidine-1-carbonyl)-6,7-dihydro-isoxazolo[4,5-c]pyridine-5(4H)-carboxylate (3.16 mmol, 1.0 eq.) in THF (6.5 ml) was added BH3-DMS (1.2 ml, 4.0 eq.) and the reaction mixture was heated at 110° C. for 6 h. The mixture was cooled to room temperature and MeOH (5 ml) was added dropwise at 0° C. The reaction mixture was stirred at room temperature for overnight. 6N HCl (1.5 ml) was added and the mixture was again heated at 110° C. for 2 h. The reaction mixture ... Reactants: CCO, CC(OC1CCC(CCS(=O)(=O)[O-])C(CCS(=O)(=O)[O-])C1c1ccc(F)cc1)c1cc(C(F)(F)F)cc(C(F)(F)F)c1, NCc1ccccc1. Yields the product CC(OC1CCC2CN(Cc3ccccc3)CC2C1c1ccc(F)cc1)c1cc(C(F)(F)F)cc(C(F)(F)F)c1. RXN SMILES: [CH3:51][CH2:52][OH:53].[F:1][C:2]([c:3]1[cH:4][c:5]([CH:13]([CH3:14])[O:15][CH:16]2[CH:17]([c:34]3[cH:35][cH:36][c:37]([F:40])[cH:38][cH:39]3)[CH:18]([CH2:28][CH2:29][S:30]([O-:31])(=[O:32])=[O:33])[CH:19]([CH2:22][CH2:23][S:24]([O-:25])(=[O:26])=[O:27])[CH2:20][CH2:21]2)[cH:6][c:7]([C:9]([F:10])([F:11])[F:12])[cH:8]1)([F:41])[F:42].[NH2:43][CH2:44][c:45]1[cH:46][cH:47][cH:48][cH:49][cH:50]1>>[F:1][C:2]([c:3]1[cH:4][c:5]([CH:13]([CH3:14])[O:15][CH:16]2[CH:17]([c:34]3[cH:35][cH:36][c:37]([F:40])[cH:38][cH:39]3)[CH:18]3[CH:19]([CH2:20][CH2:21]2)[CH2:22][N:43]([CH2:44][c:45]2[cH:46][cH:47][cH:48][cH:49][cH:50]2)[CH2:28]3)[cH:6][c:7]([C:9]([F:10])([F:11])[F:12])[cH:8]1)([F:41])[F:42]. Product: C(=C)C1=CC(=NC=C1)COC(=O)[C@H]1NN(CCC1)C([C@H](CC1=CC(=CC=C1)O[Si](C)(C)C(C)(C)C)NC([C@H](C(C)C)NC=O)=O)=O ((S)-1-[(S)-3-[3-(tert-butyl-dimethyl-silanyloxy)-phenyl]-2-((S)-2-formylamino-3-methyl-butyrylamino)-propionyl]-hexahydro-pyridazine-3-carboxylic acid 4-vinyl-pyridin-2-ylmethyl ester). Reaction conditions: temperature 0 celsius, time 1 hour. The reactants are FC(S(=O)(=O)O[Si](C)(C)C)(F)F (Trimethylsilyl trifluoromethanesulfonate), C(=C)C1=CC(=NC=C1)COC(=O)[C@H]1NN(CCC1)C([C@H](CC1=CC(=CC=C1)O[Si](C)(C)C(C)(C)C)NC([C@H](C(C)C)NC(=O)OC(C)(C)C)=O)=O ((S)-1-{(S)-2-((S)-2-tert-butoxycarbonylamino-3-methyl-butyrylamino)-3-[3-(tert-butyl-dimethyl-silanyloxy)-phenyl]-propionyl}-hexahydro-pyridazine-3-carboxylic acid 4-vinyl-pyridin-2-ylmethyl ester), C(C)(C)N(C(C)C)CC (N,N-Diisopropylethylamine). Reaction SMILES: [CH:1]([C:3]1[CH:8]=[CH:7][N:6]=[C:5]([CH2:9][O:10][C:11]([C@@H:13]2[CH2:18][CH2:17][CH2:16][N:15]([C:19](=[O:51])[C@@H:20]([NH:36][C:37](=[O:50])[C@@H:38]([NH:42][C:43](OC(C)(C)C)=[O:44])[CH:39]([CH3:41])[CH3:40])[CH2:21][C:22]3[CH:27]=[CH:26][CH:25]=[C:24]([O:28][Si:29]([C:32]([CH3:35])([CH3:34])[CH3:33])([CH3:31])[CH3:30])[CH:23]=3)[NH:14]2)=[O:12])[CH:4]=1)=[CH2:2].FC(F)(F)S(O[Si](C)(C)C)(=O)=O.C(N(CC)C(C)C)(C)C>ClCCl>[CH:1]([C:3]1[CH:8]=[CH:7][N:6]=[C:5]([CH2:9][O:10][C:11]([C@@H:13]2[CH2:18][CH2:17][CH2:16][N:15]([C:19](=[O:51])[C@@H:20]([NH:36][C:37](=[O:50])[C@@H:38]([NH:42][CH:43]=[O:44])[CH:39]([CH3:41])[CH3:40])[CH2:21][C:22]3[CH:27]=[CH:26][CH:25]=[C:24]([O:28][Si:29]([C:32]([CH3:33])([CH3:34])[CH3:35])([CH3:31])[CH3:30])[CH:23]=3)[NH:14]2)=[O:12])[CH:4]=1)=[CH2:2]. Run in ClCCl (dichloromethane). Procedure details: A solution of (S)-1-{(S)-2-((S)-2-tert-butoxycarbonylamino-3-methyl-butyrylamino)-3-[3-(tert-butyl-dimethyl-silanyloxy)-phenyl]-propionyl}-hexahydro-pyridazine-3-carboxylic acid 4-vinyl-pyridin-2-ylmethyl ester (377 mg, 0.52 mmol) in dichloromethane (10 mL) was stirred at 0° C. under nitrogen. Trimethylsilyl trifluoromethanesulfonate (173 mg, 0.14 mL, 0.78 mmol) was added and the reaction mixture was stirred at 0° C. for 1 hour. N,N-Diisopropylethylamine (268 mg, 0.36 mL, 2.08 mmol) was added an... Yield: 100.0%.